Dataset: the Open Reaction Database (ORD), a public repository of structured organic reaction records. Task: describe an organic reaction: reactants, conditions, products, and yield Starting materials: C(C(=O)O)(=O)O (oxalic acid), O1[C@@H](C1)COC1=C2C=CNC2=CC=C1 ((S)-(+)-4-(oxiranylmethoxy)-1H-indole), CC1=C(C=CC=C1C)N1CCNCC1 (1-(2,3-dimethylphenyl)piperazine), CO (methanol). Run in C(C)(=O)OCC (ethyl acetate), C(C)(=O)OCC (ethyl acetate). The product is C(C(=O)O)(=O)O.N1C=CC2=C(C=CC=C12)OC[C@H](CN1CCN(CC1)C1=C(C(=CC=C1)C)C)O ((2S)-(-)-1-(4-indolyloxy)-3-(4-(2,3-dimethylphenyl)piperazin-1-yl)-2-propanol ethanedioate). RXN SMILES: [O:1]1[CH2:3][C@H:2]1[CH2:4][O:5][C:6]1[CH:14]=[CH:13][CH:12]=[C:11]2[C:7]=1[CH:8]=[CH:9][NH:10]2.[CH3:15][C:16]1[C:21]([CH3:22])=[CH:20][CH:19]=[CH:18][C:17]=1[N:23]1[CH2:28][CH2:27][NH:26][CH2:25][CH2:24]1.[C:29]([OH:34])(=[O:33])[C:30]([OH:32])=[O:31].CO>C(OCC)(=O)C>[C:29]([OH:34])(=[O:33])[C:30]([OH:32])=[O:31].[NH:10]1[C:11]2[C:7](=[C:6]([O:5][CH2:4][C@@H:2]([OH:1])[CH2:3][N:26]3[CH2:27][CH2:28][N:23]([C:17]4[CH:18]=[CH:19][CH:20]=[C:21]([CH3:22])[C:16]=4[CH3:15])[CH2:24][CH2:25]3)[CH:14]=[CH:13][CH:12]=2)[CH:8]=[CH:9]1 |f:5.6|. Procedure: The title compound was prepared in similar fashion from (S)-(+)-4-(oxiranylmethoxy)-1H-indole and 1-(2,3-dimethylphenyl)piperazine. The resulting free base was dissolved in ethyl acetate, and precipitated with one equivalent of oxalic acid in ethyl acetate in 83% overall yield. FDMS m/e=379 (M+ of free base). α[D]589 =-9.84 (c=0.75, methanol).